Dataset: the Open Reaction Database (ORD), a public repository of structured organic reaction records. Task: describe an organic reaction: reactants, conditions, products, and yield Reactants: BrC1=C(C=2N(C=C1)C(N(N2)CC(C)C)=O)I (7-bromo-8-iodo-2-isobutyl-[1,2,4]triazolo[4,3-a]pyridin-3(2H)-one), FC1=CC=C(C=C1)B(O)O (4-fluorophenylboronic acid), C(=O)([O-])[O-].[K+].[K+] (K2CO3). Reagents/catalysts: C=1C=CC(=CC1)[P](C=2C=CC=CC2)(C=3C=CC=CC3)[Pd]([P](C=4C=CC=CC4)(C=5C=CC=CC5)C=6C=CC=CC6)([P](C=7C=CC=CC7)(C=8C=CC=CC8)C=9C=CC=CC9)[P](C=1C=CC=CC1)(C=1C=CC=CC1)C=1C=CC=CC1 (tetrakis(triphenylphosphine)palladium). Solvent: O1CCOCC1 (dioxane), O (water). Conditions: temperature 200 celsius. The product is FC1=CC=C(C=C1)C1=C(C=2N(C=C1)C(N(N2)CC(C)C)=O)C2=CC=C(C=C2)F (7,8-bis(4-fluorophenyl)-2-isobutyl-[1,2,4]triazolo[4,3-a]pyridin-3(2H)-one). The yield is 66.9%. Reaction SMILES: Br[C:2]1[CH:7]=[CH:6][N:5]2[C:8](=[O:15])[N:9]([CH2:11][CH:12]([CH3:14])[CH3:13])[N:10]=[C:4]2[C:3]=1I.[F:17][C:18]1[CH:23]=[CH:22][C:21](B(O)O)=[CH:20][CH:19]=1.C([O-])([O-])=O.[K+].[K+]>O1CCOCC1.O.C1C=CC([P]([Pd]([P](C2C=CC=CC=2)(C2C=CC=CC=2)C2C=CC=CC=2)([P](C2C=CC=CC=2)(C2C=CC=CC=2)C2C=CC=CC=2)[P](C2C=CC=CC=2)(C2C=CC=CC=2)C2C=CC=CC=2)(C2C=CC=CC=2)C2C=CC=CC=2)=CC=1>[F:17][C:18]1[CH:23]=[CH:22][C:21]([C:2]2[CH:7]=[CH:6][N:5]3[C:8](=[O:15])[N:9]([CH2:11][CH:12]([CH3:14])[CH3:13])[N:10]=[C:4]3[C:3]=2[C:21]2[CH:22]=[CH:23][C:18]([F:17])=[CH:19][CH:20]=2)=[CH:20][CH:19]=1 |f:2.3.4,^1:43,45,64,83|. Reported procedure: To a stirring, degassed mixture of 7-bromo-8-iodo-2-isobutyl-[1,2,4]triazolo[4,3-a]pyridin-3(2H)-one (50 mg, 0.13 mmol), 4-fluorophenylboronic acid (40 mg, 0.28 mmol), and tetrakis(triphenylphosphine)palladium (7 mg, 0.006 mmol) in dioxane (1.0 mL) at 20° C. was added K2CO3 (40 mg, 0.25 mmol) in water (0.3 mL). The resulting reaction mixture was heated in a microwave reactor at 200° C. for 10 min under argon. Analysis by HPLC/MS indicated that starting material had been consumed. The reaction mi...